This data is from the Open Reaction Database (ORD), a public repository of structured organic reaction records. The task is: describe an organic reaction: reactants, conditions, products, and yield The reactants are [BH3-]C#N.[Na+] (NaBH3CN), NCCNC1=C2N=CN(C2=NC(=N1)Cl)C1CCCC1 (N-(2-aminoethyl)-2-chloro-9-cyclopentyl-9H-purin-6-amine), CO (methanol), ClC=1C=C(C=O)C=CC1 (3-chloro-benzaldehyde). Solvent: C(C)(=O)O (acetic acid). Run at time 30 minute. Product: ClC1=NC(=C2N=CN(C2=N1)C1CCCC1)NCCNCC1=CC(=CC=C1)Cl (2-chloro-N-[2-[[(3-chlorophenyl)-methyl]-amino]-ethyl]-9-cyclopentyl-9H-purin-6-amine). RXN SMILES: [NH2:1][CH2:2][CH2:3][NH:4][C:5]1[N:13]=[C:12]([Cl:14])[N:11]=[C:10]2[C:6]=1[N:7]=[CH:8][N:9]2[CH:15]1[CH2:19][CH2:18][CH2:17][CH2:16]1.CO.[Cl:22][C:23]1[CH:24]=[C:25]([CH:28]=[CH:29][CH:30]=1)[CH:26]=O.[BH3-]C#N.[Na+]>C(O)(=O)C>[Cl:14][C:12]1[N:11]=[C:10]2[C:6]([N:7]=[CH:8][N:9]2[CH:15]2[CH2:19][CH2:18][CH2:17][CH2:16]2)=[C:5]([NH:4][CH2:3][CH2:2][NH:1][CH2:26][C:25]2[CH:28]=[CH:29][CH:30]=[C:23]([Cl:22])[CH:24]=2)[N:13]=1 |f:3.4|. Procedure details: 281 mg of the product obtained in Stage 1 of Example 7, 4 ml of methanol, 0.2 ml of 3-chloro-benzaldehyde and 0.2 ml of acetic acid are mixed together, the reaction medium is agitated for 2 hours and 30 minutes, 0.1 g of NaBH3CN is added and agitation is carried out at ambient temperature for 1 hour. After evaporating the solvent, the residue is chromatographed on silica eluting with CH2Cl2/methanol/ammonium hydroxide (95/0.5/0.33) and 172 mg of expected product is obtained. Reactants: C=CCCCCN(C)C(=O)C1CC(Oc2cc(-c3nc(C(F)(F)F)cs3)nc3c(C)c(OC)ccc23)CN1C(=O)OC(C)(C)C, CC(=O)Cl, CO. Reaction SMILES: [CH2:1]([CH2:2][CH2:3][CH2:4][CH:5]=[CH2:6])[N:7]([C:8](=[O:9])[CH:10]1[N:11]([C:38]([O:39][C:40]([CH3:41])([CH3:42])[CH3:43])=[O:44])[CH2:12][CH:13]([O:15][c:16]2[cH:17][c:18](-[c:29]3[s:30][cH:31][c:32]([C:34]([F:35])([F:36])[F:37])[n:33]3)[n:19][c:20]3[c:21]([CH3:28])[c:22]([O:26][CH3:27])[cH:23][cH:24][c:25]23)[CH2:14]1)[CH3:45].[CH3:46][C:47](=[O:48])[Cl:49].[CH3:50][OH:51]>>[CH2:1]([CH2:2][CH2:3][CH2:4][CH:5]=[CH2:6])[N:7]([C:8](=[O:9])[CH:10]1[NH:11][CH2:12][CH:13]([O:15][c:16]2[cH:17][c:18](-[c:29]3[s:30][cH:31][c:32]([C:34]([F:35])([F:36])[F:37])[n:33]3)[n:19][c:20]3[c:21]([CH3:28])[c:22]([O:26][CH3:27])[cH:23][cH:24][c:25]23)[CH2:14]1)[CH3:45]. Yields the product C=CCCCCN(C)C(=O)C1CC(Oc2cc(-c3nc(C(F)(F)F)cs3)nc3c(C)c(OC)ccc23)CN1. Reactants: COC1=C2CCC=C(C2=CC=C1)C(=O)O (5-Methoxy-3,4-dihydronaphthalene-1-carboxylic acid), CO (methanol). Run in OS(=O)(=O)O (H2SO4). Yields the product COC(=O)C1=CCCC2=C(C=CC=C12)OC (5-Methoxy-3,4-dihydronaphthalene-1-carboxylic acid methyl ester). The yield is 94.0%. As a reaction SMILES: [CH3:1][O:2][C:3]1[CH:12]=[CH:11][CH:10]=[C:9]2[C:4]=1[CH2:5][CH2:6][CH:7]=[C:8]2[C:13]([OH:15])=[O:14].[CH3:16]O>OS(O)(=O)=O>[CH3:16][O:14][C:13]([C:8]1[C:9]2[C:4](=[C:3]([O:2][CH3:1])[CH:12]=[CH:11][CH:10]=2)[CH2:5][CH2:6][CH:7]=1)=[O:15]. Procedure details: 5-Methoxy-3,4-dihydronaphthalene-1-carboxylic acid (100 g, 490 mmol) was dissolved in 800 mL of methanol and 20 mL of 96% H2SO4, and heated at reflux for hours. The reaction was then cooled and evaporated under reduced pressure to a volume of 100 mL, and quenched on ice. The aqueous mixture was extracted with diethyl ether (3×100 mL), and the organic phase was washed with water, 5% aqueous NaHCO3, brine, and then dried (MgSO4) and evaporated to yield 101 g (94%) of the title compound as a colorl...